This data is from the Open Reaction Database (ORD), a public repository of structured organic reaction records. The task is: describe an organic reaction: reactants, conditions, products, and yield Starting materials: COC(C1=C(C=CC(=C1)OCCCCCCCCCCCCCCCCCC)O)=O (2-hydroxy-5-(octadecyloxy)benzoic acid methyl ester), C(C1=CC=CC=C1)Br (benzyl bromide), C([O-])([O-])=O.[K+].[K+] (potassium carbonate). The solvent is CC(=O)C (acetone), CN(C)C=O (DMF). Yields the product COC(C1=C(C=CC(=C1)OCCCCCCCCCCCCCCCCCC)OCC1=CC=CC=C1)=O (5-(octadecyloxy)-2-(phenylmethoxy)benzoic acid methyl ester). The yield is 82.3%. RXN SMILES: [CH3:1][O:2][C:3](=[O:30])[C:4]1[CH:9]=[C:8]([O:10][CH2:11][CH2:12][CH2:13][CH2:14][CH2:15][CH2:16][CH2:17][CH2:18][CH2:19][CH2:20][CH2:21][CH2:22][CH2:23][CH2:24][CH2:25][CH2:26][CH2:27][CH3:28])[CH:7]=[CH:6][C:5]=1[OH:29].[CH2:31](Br)[C:32]1[CH:37]=[CH:36][CH:35]=[CH:34][CH:33]=1.C(=O)([O-])[O-].[K+].[K+]>CC(C)=O.CN(C=O)C>[CH3:1][O:2][C:3](=[O:30])[C:4]1[CH:9]=[C:8]([O:10][CH2:11][CH2:12][CH2:13][CH2:14][CH2:15][CH2:16][CH2:17][CH2:18][CH2:19][CH2:20][CH2:21][CH2:22][CH2:23][CH2:24][CH2:25][CH2:26][CH2:27][CH3:28])[CH:7]=[CH:6][C:5]=1[O:29][CH2:31][C:32]1[CH:37]=[CH:36][CH:35]=[CH:34][CH:33]=1 |f:2.3.4|. Procedure details: A mixture of 2.5 g (5.95 mmol) of 2-hydroxy-5-(octadecyloxy)benzoic acid methyl ester, 0.78 ml (6.54 mmol) of benzyl bromide and 4.1 g (29.8 mmol) of potassium carbonate in 100 ml of acetone and 10 ml of DMF was stirred at reflux under an argon atmosphere for 24 hours. The solvent was removed at reduced pressure and the residue was treated with water. The product was extracted with ethyl ether and the dried extract was concentrated to a solid which was purified by HPLC using 5% ethyl acetate-hex... The reactants are OCCOC1=C(C=CC=C1)CCN(C([C@@H](CC1=CC2=CC=CC=C2C=C1)NC)=O)C ((2R)-N-(2-(2-(2-hydroxyethoxy)phenyl)ethyl)-N-methyl-2-(methylamino)-3-(2-naphthyl)propionamide), C(C)N(C(C)C)C(C)C (ethyldiisopropylamine), C(C)(C)(C)OC(=O)N(C)C(C/C=C/C(=O)O)(C)C ((2E)-5-(N-(tert-Butoxycarbonyl)-N-methylamino)-5-methylhex-2-enoic acid), ON1N=NC2=C1N=CC=C2 (1-Hydroxy-7-azabenzotriazole), Cl.CN(CCCN=C=NCC)C (N-(3-Dimethylaminopropyl)-N'-ethylcarbodiimide hydrochloride). Solvent: ClCCl (dichloromethane), C(C)(=O)OCC (ethyl acetate), CN(C=O)C (N,N-dimethylformamide), ClCCl (dichloromethane). Reaction conditions: temperature 0 celsius, time 10 minute. Yields the product C(C)(C)(C)OC(N(C)C(C\C=C\C(N(C)[C@H](CC1=CC2=CC=CC=C2C=C1)C(N(C)CCC1=C(C=CC=C1)OCCO)=O)=O)(C)C)=O (N-((3E)-4-(N-((1R)-1-(N-(2-(2-(2-hydroxyethoxy)phenyl)ethyl)-N-methylcarbamoyl)-2-(2-naphthyl)ethyl)-N-methylcarbamoyl)-1,1-dimethylbut-3-enyl)-N-methylcarbamic acid tert-butyl ester). The yield is 77.7%. RXN SMILES: [C:1]([O:5][C:6]([N:8]([C:10]([CH3:18])([CH3:17])[CH2:11]/[CH:12]=[CH:13]/[C:14]([OH:16])=O)[CH3:9])=[O:7])([CH3:4])([CH3:3])[CH3:2].ON1C2N=CC=CC=2N=N1.Cl.CN(C)CCCN=C=NCC.[OH:41][CH2:42][CH2:43][O:44][C:45]1[CH:50]=[CH:49][CH:48]=[CH:47][C:46]=1[CH2:51][CH2:52][N:53]([CH3:70])[C:54](=[O:69])[C@H:55]([NH:67][CH3:68])[CH2:56][C:57]1[CH:66]=[CH:65][C:64]2[C:59](=[CH:60][CH:61]=[CH:62][CH:63]=2)[CH:58]=1.C(N(C(C)C)C(C)C)C>CN(C)C=O.ClCCl.C(OCC)(=O)C>[C:1]([O:5][C:6](=[O:7])[N:8]([C:10]([CH3:18])([CH3:17])[CH2:11]/[CH:12]=[CH:13]/[C:14](=[O:16])[N:67]([C@@H:55]([C:54](=[O:69])[N:53]([CH2:52][CH2:51][C:46]1[CH:47]=[CH:48][CH:49]=[CH:50][C:45]=1[O:44][CH2:43][CH2:42][OH:41])[CH3:70])[CH2:56][C:57]1[CH:66]=[CH:65][C:64]2[C:59](=[CH:60][CH:61]=[CH:62][CH:63]=2)[CH:58]=1)[CH3:68])[CH3:9])([CH3:2])([CH3:3])[CH3:4] |f:2.3|. Procedure: (2E)-5-(N-(tert-Butoxycarbonyl)-N-methylamino)-5-methylhex-2-enoic acid (133 mg, 0.52 mmol) was dissolved in N,N-dimethylformamide (2 ml) and dichloromethane (2 ml). 1-Hydroxy-7-azabenzotriazole (71 mg, 0.52 mmol) was added. The solution was cooled to 0° C. N-(3-Dimethylaminopropyl)-N'-ethylcarbodiimide hydrochloride (100 mg, 0.52 mmol) was added. The solution was stirred for 10 min at 0° C. A solution of (2R)-N-(2-(2-(2-hydroxyethoxy)phenyl)ethyl)-N-methyl-2-(methylamino)-3-(2-naphthyl)propiona...